This data is from the Open Reaction Database (ORD), a public repository of structured organic reaction records. The task is: describe an organic reaction: reactants, conditions, products, and yield Reactants: C(C1=CC=CC=C1)N1CCC(CC1)NC1=C(C=CC=C1)C=O (N-(1-benzyl-4-piperidinyl)-o-formylaniline), C(CC(=O)OCC)(=O)OCC (diethyl malonate), N1CCCCC1 (piperidine), C(C)(=O)O (acetic acid). Run in C1(=CC=CC=C1)C (toluene). The product is C(C)OC(=O)C=1C(N(C2=CC=CC=C2C1)C1CCN(CC1)CC1=CC=CC=C1)=O (3-ethoxycarbonyl-1-(1-benzyl-4-piperidinyl)carbostyril). Isolated yield 64.1%. Reaction SMILES: [CH2:1]([N:8]1[CH2:13][CH2:12][CH:11]([NH:14][C:15]2[CH:20]=[CH:19][CH:18]=[CH:17][C:16]=2[CH:21]=O)[CH2:10][CH2:9]1)[C:2]1[CH:7]=[CH:6][CH:5]=[CH:4][CH:3]=1.[C:23]([O:31]CC)(=O)[CH2:24][C:25]([O:27][CH2:28][CH3:29])=[O:26].N1CCCCC1.C(O)(=O)C>C1(C)C=CC=CC=1>[CH2:28]([O:27][C:25]([C:24]1[C:23](=[O:31])[N:14]([CH:11]2[CH2:10][CH2:9][N:8]([CH2:1][C:2]3[CH:3]=[CH:4][CH:5]=[CH:6][CH:7]=3)[CH2:13][CH2:12]2)[C:15]2[C:16]([CH:21]=1)=[CH:17][CH:18]=[CH:19][CH:20]=2)=[O:26])[CH3:29]. Procedure: A mixture of N-(1-benzyl-4-piperidinyl)-o-formylaniline (32.0 g), diethyl malonate (35.4 g), piperidine (5 ml), acetic acid (2.5 ml), anhydrous toluene (320 ml) and molecular sieves (32 g) is refluxed for 8 hours. After concentrating the reaction mixture, dichloromethane is added to the residue and the mixture is filtered. Water is added to the filtrate and the mixture is extracted with dichloromethane. After concentrating the extract, the resulting residue is purified by silica gel column chrom... Procedure: By the reaction of 3-[3,6-dihydro-1(2H)-pyridinecarbonyl]-2,3,4,5-tetrahydro-1H-3benzazepine-7-sulfonamide with cyclohexylisocyanate in a manner analogous to that described in Example 1, there is obtained 1-cyclohexyl-3-{[3-[3,6-dihydro-1(2H)-pyridinecarbonyl]-2,3,4,5-tetrahydro-1H-3-benzazepin-7-yl]-sulfony(} urea, m.p. 173°-174° C. The starting material can be prepared by first reacting 1,2,3,6-tetrahydropyridine with phosgene and subsequently bringing the resulting 3,6-dihydro-1(2H)-pyridinec... As a reaction SMILES: [N:1]1([C:7]([N:9]2[CH2:15][CH2:14][C:13]3[CH:16]=[CH:17][C:18]([S:20]([NH2:23])(=[O:22])=[O:21])=[CH:19][C:12]=3[CH2:11][CH2:10]2)=[O:8])[CH2:6][CH:5]=[CH:4][CH2:3][CH2:2]1.[CH:24]1([N:30]=[C:31]=[O:32])[CH2:29][CH2:28][CH2:27][CH2:26][CH2:25]1.N1CC=CCC1.C(Cl)(Cl)=O.N1(C(Cl)=O)CC=CCC1.Cl.C1C2C=CC(S(N)(=O)=O)=CC=2CCNC1>>[CH:24]1([NH:30][C:31]([NH:23][S:20]([C:18]2[CH:17]=[CH:16][C:13]3[CH2:14][CH2:15][N:9]([C:7]([N:1]4[CH2:2][CH:3]=[CH:4][CH2:5][CH2:6]4)=[O:8])[CH2:10][CH2:11][C:12]=3[CH:19]=2)(=[O:22])=[O:21])=[O:32])[CH2:29][CH2:28][CH2:27][CH2:26][CH2:25]1 |f:5.6|. Product: C1(CCCCC1)NC(=O)NS(=O)(=O)C1=CC2=C(CCN(CC2)C(=O)N2CCC=CC2)C=C1 (1-cyclohexyl-3-{[3-[3,6-dihydro-1(2H)-pyridinecarbonyl]-2,3,4,5-tetrahydro-1H-3-benzazepin-7-yl]sulfonyl }urea). Reactants: C(=O)(Cl)Cl (phosgene), N1(CCC=CC1)C(=O)N1CCC2=C(CC1)C=CC(=C2)S(=O)(=O)N (3-[3,6-dihydro-1(2H)-pyridinecarbonyl]-2,3,4,5-tetrahydro-1H-3benzazepine-7-sulfonamide), C1(CCCCC1)N=C=O (cyclohexylisocyanate), N1(CCC=CC1)C(=O)Cl (3,6-dihydro-1(2H)-pyridinecarbonyl chloride), N1CCC=CC1 (1,2,3,6-tetrahydropyridine), Cl.C1CNCCC2=C1C=CC(=C2)S(=O)(=O)N (2,3,4,5-tetrahydro-1H-3-benzazepine-7-sulfonamide hydrochloride). The reactants are C1(=CC=C(C=C1)S(=O)(=O)O)C (p-toluenesulphonic acid), ClC1=C(C(=O)C(C(=O)OCC)C(=O)OCC)C=CC(=C1)I (diethyl 2-(2-chloro-4-iodo-benzoyl)-malonate). Run in O (water). The product is ClC1=C(C=CC(=C1)I)C(CC(=O)OCC)=O (ethyl 3-(2-chloro-4-iodo-phenyl)-3-oxo-propionate). Isolated yield 92.0%. RXN SMILES: [Cl:1][C:2]1[CH:20]=[C:19]([I:21])[CH:18]=[CH:17][C:3]=1[C:4]([CH:6](C(OCC)=O)[C:7]([O:9][CH2:10][CH3:11])=[O:8])=[O:5].C1(C)C=CC(S(O)(=O)=O)=CC=1>O>[Cl:1][C:2]1[CH:20]=[C:19]([I:21])[CH:18]=[CH:17][C:3]=1[C:4](=[O:5])[CH2:6][C:7]([O:9][CH2:10][CH3:11])=[O:8]. Procedure details: mc) 70.3 g of diethyl 2-(2-chloro-4-iodo-benzoyl)-malonate are heated to boiling under reflux for 6 hrs. while stirring vigorously with 750 ml of water and 0.75 g of p-toluenesulphonic acid. The reaction mixture is cooled to room temperature and extracted three times with 200 ml of diethyl ether each time. The ether phases are washed twice with 200 ml of saturated, aqueous sodium chloride solution each time, dried over magnesium sulphate and concentrated. 53.7 g (92%) of ethyl 3-(2-chloro-4-iodo... Starting materials: C(C)(C)(C)OC(=O)N1[C@@H]([C@@H](CCC1)O[Si](C)(C)C(C)(C)C)CNC1=C(C(=C(C=C1)C#N)Cl)C ((±)-(2R,3R)-1-tert-Butyloxycarbonyl-3-(tert-butyldimethylsilanyloxy)-2-[(3-chloro-4-cyano-2-methylphenylamino)-methyl]piperidine). Solvent: C(=O)(C(F)(F)F)O.C(Cl)Cl (TFA DCM). Procedure: A solution of 77G (170 mg, 0.34 mmol) in 5% TFA/DCM (5 mL) was stirred at rt for 5 h and LC-MS showed completion. The mixture was concentrated and the residue was dissolved in EtOAc (30 mL), washed with saturated sodium bicarbonate solution (15 mL), brine (10 mL), dried (MgSO4) and evaporated to give desired product 77H (121 m, 89%) as a white solid: Rf (10% MeOH/DCM) 0.39; HPLC (Phenomenex Luna 5 u C18 4.6×50 mm, linear gradient over 4 min) retention time 3.2 min (100%); MS (ES) m/z 344.1 [M+H]... Yields the product [Si](C)(C)(C(C)(C)C)O[C@H]1[C@@H](NCCC1)CNC1=C(C(=C(C=C1)C#N)Cl)C ((±)-(2S,3R)-3-(tert-Butyldimethylsilanyloxy)-2-[(3-chloro-4-cyano-2-methylphenylamino)methyl]piperidine). RXN SMILES: C(OC([N:8]1[CH2:13][CH2:12][CH2:11][C@@H:10]([O:14][Si:15]([C:18]([CH3:21])([CH3:20])[CH3:19])([CH3:17])[CH3:16])[C@H:9]1[CH2:22][NH:23][C:24]1[CH:29]=[CH:28][C:27]([C:30]#[N:31])=[C:26]([Cl:32])[C:25]=1[CH3:33])=O)(C)(C)C>C(O)(C(F)(F)F)=O.C(Cl)Cl>[Si:15]([O:14][C@@H:10]1[CH2:11][CH2:12][CH2:13][NH:8][C@H:9]1[CH2:22][NH:23][C:24]1[CH:29]=[CH:28][C:27]([C:30]#[N:31])=[C:26]([Cl:32])[C:25]=1[CH3:33])([C:18]([CH3:21])([CH3:20])[CH3:19])([CH3:16])[CH3:17] |f:1.2|. Yield: 89.0%.